Dataset: the Open Reaction Database (ORD), a public repository of structured organic reaction records. Task: describe an organic reaction: reactants, conditions, products, and yield The reactants are C(C1=CC=CC=C1)(=O)C1=C(C(=O)N(CC(CC2=CC=CC=C2)=O)CC2=CC=C(C=C2)S(=O)(=O)C)C=CC(=C1)Br (2-benzoyl-4-bromo-N-(4-methanesulfonylbenzyl)-N-(2-oxo-3-phenylpropyl)benzamide), N12CCCCCC2=NCCC1 (1,8-diazabicyclo[5.4.0]undeca-7-ene). The solvent is C(C)O (ethanol). Reaction conditions: temperature 80 celsius, time 12 hour. Product: BrC=1C=C2C(=C(N(C(C2=CC1)=O)CC1=CC=C(C=C1)S(=O)(=O)C)C(CC1=CC=CC=C1)=O)C1=CC=CC=C1 (6-bromo-2-(4-methanesulfonylbenzyl)-4-phenyl-3-phenylacetyl-2H-isoquinolin-1-one). Yield: 1.4%. Reaction SMILES: [C:1]([C:9]1[CH:38]=[C:37]([Br:39])[CH:36]=[CH:35][C:10]=1[C:11]([N:13]([CH2:24][C:25]1[CH:30]=[CH:29][C:28]([S:31]([CH3:34])(=[O:33])=[O:32])=[CH:27][CH:26]=1)[CH2:14][C:15](=[O:23])[CH2:16][C:17]1[CH:22]=[CH:21][CH:20]=[CH:19][CH:18]=1)=[O:12])(=O)[C:2]1[CH:7]=[CH:6][CH:5]=[CH:4][CH:3]=1.N12CCCN=C1CCCCC2>C(O)C>[Br:39][C:37]1[CH:38]=[C:9]2[C:10](=[CH:35][CH:36]=1)[C:11](=[O:12])[N:13]([CH2:24][C:25]1[CH:30]=[CH:29][C:28]([S:31]([CH3:34])(=[O:33])=[O:32])=[CH:27][CH:26]=1)[C:14]([C:15](=[O:23])[CH2:16][C:17]1[CH:22]=[CH:21][CH:20]=[CH:19][CH:18]=1)=[C:1]2[C:2]1[CH:3]=[CH:4][CH:5]=[CH:6][CH:7]=1. Procedure details: [Step 2] To a solution (10 ml) of 2-benzoyl-4-bromo-N-(2-hydroxy-3-phenylpropyl)-N-(4-methanesulfonylbenzyl)benzamide (1.0 g) in DMSO was added triethylamine (2 ml), and pyridine sulfur trioxide complex (1.1 g) was added at room temperature. The mixture was stirred for 1 hr. and the reaction mixture was added to water. 10% Hydrochloric acid was added to acidify the aqueous layer, and the mixture was extracted with ethyl acetate. The organic layer was washed with water, saturated aqueous sodium h... The reactants are BrB(Br)Br, CCc1cc(OC)cc(CC)c1C=O, ClCCl. The product is CCc1cc(O)cc(CC)c1C=O. As a reaction SMILES: [B:15]([Br:16])([Br:17])[Br:18].[CH2:1]([CH3:2])[c:3]1[c:4]([CH:5]=[O:6])[c:7]([CH2:13][CH3:14])[cH:8][c:9]([O:11][CH3:12])[cH:10]1.[Cl:19][CH2:20][Cl:21]>>[CH2:1]([CH3:2])[c:3]1[c:4]([CH:5]=[O:6])[c:7]([CH2:13][CH3:14])[cH:8][c:9]([OH:11])[cH:10]1. RXN SMILES: [C:1]12([SH:11])[CH2:2][CH:3]3[CH2:4][CH:5]([CH2:6][CH:7]([CH2:8]1)[CH2:9]3)[CH2:10]2.[CH3:28][C:29]#[N:30].[H-:12].[NH2:14][c:15]1[n:16][cH:17][c:18](-[c:22]2[cH:23][cH:24][cH:25][cH:26][cH:27]2)[n:19][c:20]1[Br:21].[Na+:13]>>[C:1]12([S:11][c:20]3[c:15]([NH2:14])[n:16][cH:17][c:18](-[c:22]4[cH:23][cH:24][cH:25][cH:26][cH:27]4)[n:19]3)[CH2:2][CH:3]3[CH2:4][CH:5]([CH2:6][CH:7]([CH2:8]1)[CH2:9]3)[CH2:10]2. Starting materials: SC12CC3CC(CC(C3)C1)C2, CC#N, [H-], Nc1ncc(-c2ccccc2)nc1Br, [Na+]. Yields the product Nc1ncc(-c2ccccc2)nc1SC12CC3CC(CC(C3)C1)C2. The reactants are C(C)(C)NC(C)C (diisopropylamine), [Li]CCCC (n-BuLi), C(C)(C)OC(=O)Cl (isopropylchloroformate), C=1C=C(C(=C(C1)Cl)Cl)N2CCN(CC2)CCCCOC=3C=CC4=C(C3)NC(=O)CC4 (Aripiprazole). Run in CC1OCCC1 (2-methyltetrahydrofuran). Reaction conditions: temperature -78 celsius, time 20 minute. Yields the product ClC1=C(C=CC=C1Cl)N1CCN(CC1)CCCCOC1=CC=C2CCC(N(C2=C1)C(=O)OC(C)C)=O (Isopropyl 7-(4-(4-(2,3-dichlorophenyl)piperazin-1-yl)butoxy)-2-oxo-3,4-dihydroquinoline-1(2H)-carboxylate). As a reaction SMILES: C(NC(C)C)(C)C.[Li]CCCC.[CH:13]1[CH:14]=[C:15]([N:21]2[CH2:26][CH2:25][N:24]([CH2:27][CH2:28][CH2:29][CH2:30][O:31][C:32]3[CH:33]=[CH:34][C:35]4[CH2:42][CH2:41][C:39](=[O:40])[NH:38][C:36]=4[CH:37]=3)[CH2:23][CH2:22]2)[C:16]([Cl:20])=[C:17]([Cl:19])[CH:18]=1.[CH:43]([O:46][C:47](Cl)=[O:48])([CH3:45])[CH3:44]>CC1CCCO1>[Cl:20][C:16]1[C:17]([Cl:19])=[CH:18][CH:13]=[CH:14][C:15]=1[N:21]1[CH2:26][CH2:25][N:24]([CH2:27][CH2:28][CH2:29][CH2:30][O:31][C:32]2[CH:37]=[C:36]3[C:35]([CH2:42][CH2:41][C:39](=[O:40])[N:38]3[C:47]([O:46][CH:43]([CH3:45])[CH3:44])=[O:48])=[CH:34][CH:33]=2)[CH2:23][CH2:22]1. Procedure details: To a solution of diisopropylamine (1.11 mL, 7.87 mmol) in 2-methyltetrahydrofuran (37 mL) at −5° C. was added n-BuLi (3.0 mL, 2.5 M in hexanes, 7.49 mmol) slowly. After 20 minutes, the reaction was cooled to −78° C. and Aripiprazole (1.68 g, 3.74 mmol) was added. After a further 10 minutes, isopropylchloroformate (9.37 mL, 1.0 mol in toluene, 9.37 mmol) was added. The reaction was held at −78° C. for 2 hours before allowing to warm to room temperature overnight. The reaction was quenched with sa... Starting materials: C(C)(C)(C)OC(N(C)CCOC1=CC=CC=2N(C(N(C21)C)=O)CC2=CC=CC=C2)=O ([2-(1-Benzyl-3-methyl-2-oxo-2,3-dihydro-1H-benzoimidazol-4-yloxy)-ethyl]-methyl-carbamic acid tert-butyl ester), Cl (HCl). Run in C(C)O (ethanol). The product is Cl.C(C1=CC=CC=C1)N1C(N(C2=C1C=CC=C2OCCNC)C)=O (1-benzyl-3-methyl-4-(2-methylamino-ethoxy)-1,3-dihydro-benzoimidazol-2-one hydrochloride). As a reaction SMILES: C(O[C:6](=O)[N:7]([CH2:9][CH2:10][O:11][C:12]1[C:20]2[N:19]([CH3:21])[C:18](=[O:22])[N:17]([CH2:23][C:24]3[CH:29]=[CH:28][CH:27]=[CH:26][CH:25]=3)[C:16]=2[CH:15]=[CH:14][CH:13]=1)C)(C)(C)C.[ClH:31]>C(O)C>[ClH:31].[CH2:23]([N:17]1[C:16]2[CH:15]=[CH:14][CH:13]=[C:12]([O:11][CH2:10][CH2:9][NH:7][CH3:6])[C:20]=2[N:19]([CH3:21])[C:18]1=[O:22])[C:24]1[CH:25]=[CH:26][CH:27]=[CH:28][CH:29]=1 |f:3.4|. Reported procedure: [2-(1-Benzyl-3-methyl-2-oxo-2,3-dihydro-1H-benzoimidazol-4-yloxy)-ethyl]-methyl-carbamic acid tert-butyl ester (92 mg, 0.223 mmol) was dissolved in 1 mL ethanol and combined with 0.5 mL of 2N ethanolic HCl, and the resulting solution was refluxed 30 minutes. On cooling, a white precipitate was observed. The solid was filtered and dried for 18 hours under vacuum to give 47 mg of 1-benzyl-3-methyl-4-(2-methylamino-ethoxy)-1,3-dihydro-benzoimidazol-2-one hydrochloride. MP: 203.8-205.1° C. MS: 312 (... Starting materials: Br, CO, O=C(Cl)c1cccc(C(F)(F)F)c1, c1ccncc1, Nc1nnc(-c2ccc(Oc3cccnc3)cc2)o1. Yields the product O=C(Nc1nnc(-c2ccc(Oc3cccnc3)cc2)o1)c1cccc(C(F)(F)F)c1. As a reaction SMILES: [BrH:1].[CH3:40][OH:41].[F:21][C:22]([c:23]1[cH:24][c:25]([C:26](=[O:27])[Cl:28])[cH:29][cH:30][cH:31]1)([F:32])[F:33].[cH:34]1[cH:35][cH:36][n:37][cH:38][cH:39]1.[n:2]1[cH:3][c:4]([O:8][c:9]2[cH:10][cH:11][c:12](-[c:15]3[n:16][n:17][c:18]([NH2:20])[o:19]3)[cH:13][cH:14]2)[cH:5][cH:6][cH:7]1>>[n:2]1[cH:3][c:4]([O:8][c:9]2[cH:10][cH:11][c:12](-[c:15]3[n:16][n:17][c:18]([NH:20][C:26]([c:25]4[cH:24][c:23]([C:22]([F:21])([F:32])[F:33])[cH:31][cH:30][cH:29]4)=[O:27])[o:19]3)[cH:13][cH:14]2)[cH:5][cH:6][cH:7]1.